Dataset: the Open Reaction Database (ORD), a public repository of structured organic reaction records. Task: describe an organic reaction: reactants, conditions, products, and yield RXN SMILES: Br[C:2]1[C:3]([CH3:15])=[N:4][N:5]([C:8]2[CH:13]=[CH:12][CH:11]=[CH:10][C:9]=2[CH3:14])[C:6]=1[NH2:7].[F:16][C:17]1[CH:22]=[CH:21][C:20](B(O)O)=[CH:19][CH:18]=1.C([O-])([O-])=O.[Na+].[Na+]>CN(C=O)C.C1C=CC([P]([Pd]([P](C2C=CC=CC=2)(C2C=CC=CC=2)C2C=CC=CC=2)([P](C2C=CC=CC=2)(C2C=CC=CC=2)C2C=CC=CC=2)[P](C2C=CC=CC=2)(C2C=CC=CC=2)C2C=CC=CC=2)(C2C=CC=CC=2)C2C=CC=CC=2)=CC=1>[F:16][C:17]1[CH:22]=[CH:21][C:20]([C:2]2[C:3]([CH3:15])=[N:4][N:5]([C:8]3[CH:13]=[CH:12][CH:11]=[CH:10][C:9]=3[CH3:14])[C:6]=2[NH2:7])=[CH:19][CH:18]=1 |f:2.3.4,^1:40,42,61,80|. Starting materials: BrC=1C(=NN(C1N)C1=C(C=CC=C1)C)C (4-Bromo-3-methyl-1-(2-methylphenyl)-1H-pyrazol-5-amine), FC1=CC=C(C=C1)B(O)O (4-fluorophenylboronic acid), C(=O)([O-])[O-].[Na+].[Na+] (Na2CO3). The solvent is CN(C)C=O (DMF). The product is FC1=CC=C(C=C1)C=1C(=NN(C1N)C1=C(C=CC=C1)C)C (4-(4-fluorophenyl)-3-methyl-1-(2-methylphenyl)-1H-pyrazol-5-amine). Run at temperature 110 celsius. Reagents/catalysts: C=1C=CC(=CC1)[P](C=2C=CC=CC2)(C=3C=CC=CC3)[Pd]([P](C=4C=CC=CC4)(C=5C=CC=CC5)C=6C=CC=CC6)([P](C=7C=CC=CC7)(C=8C=CC=CC8)C=9C=CC=CC9)[P](C=1C=CC=CC1)(C=1C=CC=CC1)C=1C=CC=CC1 (Pd(PPh3)4). Reported procedure: 4-Bromo-3-methyl-1-(2-methylphenyl)-1H-pyrazol-5-amine (2 g, 7.52 mmol), 4-fluorophenylboronic acid (2.10 g, 11.3 mmol), and Pd(PPh3)4 (434 mg, 0.38 mmol) were dissolved in DMF (20 mL), and Na2CO3 (saturated aq solution, 18 mL) was added. The mixture was degassed for 10 min and then heated at 110° C. for 2 h. The reaction mixture was diluted, and the solid was filtered off. The solvent was concentrated under reduced pressure, and the residue purified by silica gel flash chromatography using 10 t... The reactants are ClCCl, COC(=O)C(Cc1ccccc1)NCCNC(=O)OC(C)(C)C, O=C(O)C(F)(F)F. Product: COC(=O)C(Cc1ccccc1)NCCN. RXN SMILES: [CH2:31]([Cl:32])[Cl:33].[CH3:1][O:2][C:3]([CH:4]([CH2:5][c:6]1[cH:7][cH:8][cH:9][cH:10][cH:11]1)[NH:12][CH2:13][CH2:14][NH:15][C:16]([O:17][C:18]([CH3:19])([CH3:20])[CH3:21])=[O:22])=[O:23].[OH:24][C:25]([C:26]([F:27])([F:28])[F:29])=[O:30]>>[CH3:1][O:2][C:3]([CH:4]([CH2:5][c:6]1[cH:7][cH:8][cH:9][cH:10][cH:11]1)[NH:12][CH2:13][CH2:14][NH2:15])=[O:23]. Starting materials: BrC=1C=CC2=C(NC(C=3C(O2)=CSC3)=O)C1 (7-bromo-thieno[3,4-b][1,5]benzoxazepin-10(9H)-one), P(Cl)(Cl)(Cl)(Cl)Cl (phosphorus pentachloride). Run in C1(=CC=CC=C1)C (toluene). Yields the product BrC=1C=CC2=C(N=C(C=3C(O2)=CSC3)Cl)C1 (7-bromo-10-chloro-thieno[3,4-b][1,5]benzoxazepine). Reaction SMILES: [Br:1][C:2]1[CH:3]=[CH:4][C:5]2[O:11][C:10]3=[CH:12][S:13][CH:14]=[C:9]3[C:8](=O)[NH:7][C:6]=2[CH:16]=1.P(Cl)(Cl)(Cl)(Cl)[Cl:18]>C1(C)C=CC=CC=1>[Br:1][C:2]1[CH:3]=[CH:4][C:5]2[O:11][C:10]3=[CH:12][S:13][CH:14]=[C:9]3[C:8]([Cl:18])=[N:7][C:6]=2[CH:16]=1. Reported procedure: A 2.13 g. portion of 7-bromo-thieno[3,4-b][1,5]benzoxazepin-10(9H)-one (Example 9) and 1.5 g. of phosphorus pentachloride in 40 ml. of dry toluene are reacted as described in Example 9, giving 7-bromo-10-chloro-thieno[3,4-b][1,5]benzoxazepine which is further reacted with N-methylpiperazine in 15 ml. of dry toluene giving the base compound as a foam which is then converted to the hemifumarate, m.p. 196°-197° C.